From a dataset of the Open Reaction Database (ORD), a public repository of structured organic reaction records. describe an organic reaction: reactants, conditions, products, and yield The reactants are [O-2].[Hf+4].[O-2] (hafnium oxide), 56a, S(O)(O)(=O)=O (sulfuric acid). Product: S(=O)(=O)([O-])[O-].[Hf+4].S(=O)(=O)([O-])[O-] (hafnium sulfate). Reaction SMILES: [O-2].[Hf+4:2].[O-2].[S:4](=[O:8])(=[O:7])([OH:6])[OH:5]>>[S:4]([O-:8])([O-:7])(=[O:6])=[O:5].[Hf+4:2].[S:4]([O-:8])([O-:7])(=[O:6])=[O:5] |f:0.1.2,4.5.6|. Reported procedure: After the unwanted hafnium oxide remaining in the bottoms of grooves 56a in the high dielectric film 52 on the wafer W reacts with the sulfuric acid to form hafnium sulfate, the wafer W is withdrawn from the hot concentrated sulfuric acid 62 in the treating tub 61. As shown in FIG. 7B, the wafer W is loaded into a cleaning tub 63 storing deionized water 64. The wafer W is immersed in the deionized water 64 in the cleaning tub 63. Though not shown, deionized water is continuously supplied to the ... Reactants: NC=1OC(C(N1)=O)C1=CC=CC=C1 (2-amino-5-phenyl-1,3-oxazol-4(5H)-one), C1(CCCCCC1)N (cycloheptylamine). Product: C1(CCCCCC1)NC=1OC(C(N1)=O)C1=CC=CC=C1 (2-(cycloheptylamino)-5-phenyl-1,3-oxazol-4(5H)-one). Reaction SMILES: [NH2:1][C:2]1[O:3][CH:4]([C:8]2[CH:13]=[CH:12][CH:11]=[CH:10][CH:9]=2)[C:5](=[O:7])[N:6]=1.[CH:14]1(N)[CH2:20][CH2:19][CH2:18][CH2:17][CH2:16][CH2:15]1>>[CH:14]1([NH:1][C:2]2[O:3][CH:4]([C:8]3[CH:13]=[CH:12][CH:11]=[CH:10][CH:9]=3)[C:5](=[O:7])[N:6]=2)[CH2:20][CH2:19][CH2:18][CH2:17][CH2:16][CH2:15]1. Reported procedure: Synthesis was performed from 2-amino-5-phenyl-1,3-oxazol-4(5H)-one and cycloheptylamine according to Method G+H. Reactants: FC=1C=C(CCN)C=CC1 (3-fluorophenethylamine), C(C)(=O)Cl (acetyl chloride). The product is FC=1C=C2CCNC(C2=CC1)C (6-fluoro-1-methyl-1,2,3,4-tetrahydroisoquinoline). Reaction SMILES: [F:1][C:2]1[CH:3]=[C:4]([CH:8]=[CH:9][CH:10]=1)[CH2:5][CH2:6][NH2:7].[C:11](Cl)(=O)[CH3:12]>>[F:1][C:2]1[CH:3]=[C:4]2[C:8](=[CH:9][CH:10]=1)[CH:11]([CH3:12])[NH:7][CH2:6][CH2:5]2. Procedure: In accordance with the same procedures as in Steps 1, 2, and 3 of Preparation 21, except for using 3-fluorophenethylamine and acetyl chloride, 6-fluoro-1-methyl-1,2,3,4-tetrahydroisoquinoline was obtained. In accordance with the same procedures as in Preparation 20, the titled compound was obtained as pale yellow oil. (Yield: 55%) The product was used in the subsequent step without further purification. Starting materials: C(C)OC([C@H](CC1=CC=C(C=C1)OCCCBr)OC)=O ((2S)-3-[4-(3-Bromo-propoxy)-phenyl]-2-methoxy-propionic acid ethyl ester), OC1=CC=C(C=C1)NC(CC1=CC=CC=C1)=O (N-(4-Hydroxy-phenyl)-2-phenyl-acetamide), [OH-].[Na+] (NaOH). The product is CO[C@H](C(=O)O)CC1=CC=C(C=C1)OCCCOC1=CC=C(C=C1)NC(CC1=CC=CC=C1)=O ((2S)-2-Methoxy-3-{4-[3-(4-phenylacetylamino-phenoxy)-propoxy]-phenyl}-propionic acid). Reaction SMILES: C([O:3][C:4](=[O:20])[C@@H:5]([O:18][CH3:19])[CH2:6][C:7]1[CH:12]=[CH:11][C:10]([O:13][CH2:14][CH2:15][CH2:16]Br)=[CH:9][CH:8]=1)C.[OH:21][C:22]1[CH:27]=[CH:26][C:25]([NH:28][C:29](=[O:37])[CH2:30][C:31]2[CH:36]=[CH:35][CH:34]=[CH:33][CH:32]=2)=[CH:24][CH:23]=1.[OH-].[Na+]>>[CH3:19][O:18][C@@H:5]([CH2:6][C:7]1[CH:8]=[CH:9][C:10]([O:13][CH2:14][CH2:15][CH2:16][O:21][C:22]2[CH:27]=[CH:26][C:25]([NH:28][C:29](=[O:37])[CH2:30][C:31]3[CH:32]=[CH:33][CH:34]=[CH:35][CH:36]=3)=[CH:24][CH:23]=2)=[CH:11][CH:12]=1)[C:4]([OH:3])=[O:20] |f:2.3|. Procedure details: (2S)-3-[4-(3-Bromo-propoxy)-phenyl]-2-methoxy-propionic acid ethyl ester from Example 173, Step A was treated with N-(4-Hydroxy-phenyl)-2-phenyl-acetamide from Step A under the Standard Procedure J. The compound thus obtained was allowed to react under Standard hydrolysis procedure C (NaOH) to give the title compound. MS(ES) for C27H29NO6 [M+H]+: 484. The reactants are CS(C)=O, FC(F)(F)c1ccc(Cl)nc1, [K+], [K+], O=C([O-])[O-], O, Oc1ccc(CCNc2ncnc3nccnc23)cc1. The product is FC(F)(F)c1ccc(Oc2ccc(CCNc3ncnc4nccnc34)cc2)nc1. Reaction SMILES: [CH3:21][S:22]([CH3:23])=[O:24].[Cl:25][c:26]1[n:27][cH:28][c:29]([C:32]([F:33])([F:34])[F:35])[cH:30][cH:31]1.[K+:36].[K+:37].[O-:38][C:39]([O-:40])=[O:41].[OH2:42].[n:1]1[cH:2][n:3][c:4]([NH:11][CH2:12][CH2:13][c:14]2[cH:15][cH:16][c:17]([OH:20])[cH:18][cH:19]2)[c:5]2[n:6][cH:7][cH:8][n:9][c:10]12>>[n:1]1[cH:2][n:3][c:4]([NH:11][CH2:12][CH2:13][c:14]2[cH:15][cH:16][c:17]([O:20][c:26]3[n:27][cH:28][c:29]([C:32]([F:33])([F:34])[F:35])[cH:30][cH:31]3)[cH:18][cH:19]2)[c:5]2[n:6][cH:7][cH:8][n:9][c:10]12. Starting materials: Cl (HCl), O1CCOCC1 (dioxane), ClC=1C=C(C=CC1Cl)[Mg]Br ((3,4-dichlorophenyl)magnesium bromide), CC(C)(C)S(=O)/N=C/C1=CN=CO1 ((E)-2-methyl-N-(oxazol-5-ylmethylene)propane-2-sulfinamide), [Cl-].[NH4+] (ammonium chloride). Run in C1(=CC=CC=C1)C (toluene), CCOCC (ether). Reaction conditions: temperature -78 celsius. Product: Cl.ClC=1C=C(C=CC1Cl)C(N)C1=CN=CO1 ((3,4-dichlorophenyl)(oxazol-5-yl)methanamine hydrochloride). Yield: 97.8%. Reaction SMILES: CC(S(/[N:7]=[CH:8]/[C:9]1[O:13][CH:12]=[N:11][CH:10]=1)=O)(C)C.[Cl:14][C:15]1[CH:16]=[C:17]([Mg]Br)[CH:18]=[CH:19][C:20]=1[Cl:21].[Cl-].[NH4+].Cl.O1CCOCC1>CCOCC.C1(C)C=CC=CC=1>[ClH:14].[Cl:14][C:15]1[CH:16]=[C:17]([CH:8]([C:9]2[O:13][CH:12]=[N:11][CH:10]=2)[NH2:7])[CH:18]=[CH:19][C:20]=1[Cl:21] |f:2.3,8.9|. Reported procedure: A dried-flask was charged with 20 (1.211 g, 6.047 mmol) and toluene (5 mL) was added. The reaction was stirred under nitrogen, cooled to −78° C. and (3,4-dichlorophenyl)magnesium bromide (18.14 mL, 9.071 mmol, 0.5M in THF) was added. The reaction was then warmed to −10° C. for 15 min. Saturated ammonium chloride was added and the reaction was extracted with DCM. The organic layer was separated, dried (MgSO4), filtered and concentrated. The resulting residue was dissolved in DCM (10 mL) then 4 N ... Reactants: COC(=O)COc1ccc(CC(C)N2CCOC(c3csc(C(F)(F)F)n3)C2)cc1, CO, Cl, [Na+], [OH-]. Yields the product CC(Cc1ccc(OCC(=O)O)cc1)N1CCOC(c2csc(C(F)(F)F)n2)C1. Reaction SMILES: [C:1](=[O:2])([O:3][CH3:4])[CH2:5][O:6][c:7]1[cH:8][cH:9][c:10]([CH2:13][CH:14]([CH3:15])[N:16]2[CH2:17][CH:18]([c:22]3[n:23][c:24]([C:27]([F:28])([F:29])[F:30])[s:25][cH:26]3)[O:19][CH2:20][CH2:21]2)[cH:11][cH:12]1.[CH3:34][OH:35].[ClH:33].[Na+:32].[OH-:31]>>[C:1](=[O:2])([OH:3])[CH2:5][O:6][c:7]1[cH:8][cH:9][c:10]([CH2:13][CH:14]([CH3:15])[N:16]2[CH2:17][CH:18]([c:22]3[n:23][c:24]([C:27]([F:28])([F:29])[F:30])[s:25][cH:26]3)[O:19][CH2:20][CH2:21]2)[cH:11][cH:12]1. Starting materials: FC(F)(F)C1=NNC=C1. Reagents/catalysts: N=1C=C(C(=C2C=CC3=C(N=CC(=C3C)C)C12)C)C, O1B(OC(C)(C)C1(C)C)B2OC(C)(C)C(O2)(C)C, C[OH2+].C[OH2+].C1CC=CCCC=C1.C1CC=CCCC=C1.[Ir].[Ir]. Solvent: O1CCCC1. Reaction conditions: temperature 80 celsius, time 16 hour. The product is FC(F)(F)C1=NNC(=C1)B2OC(C)(C)C(O2)(C)C. The yield is 59.0%. Reactants: C1CCOC1, O=[N+]([O-])c1ncc(Cl)cc1O. Yields the product COCCOc1cc(Cl)cnc1[N+](=O)[O-]. Reaction SMILES: [CH2:12]1[CH2:13][CH2:14][CH2:15][O:16]1.[Cl:1][c:2]1[cH:3][c:4]([OH:11])[c:5]([N+:8](=[O:9])[O-:10])[n:6][cH:7]1>>[Cl:1][c:2]1[cH:3][c:4]([O:11][CH2:14][CH2:15][O:16][CH3:12])[c:5]([N+:8](=[O:9])[O-:10])[n:6][cH:7]1.